The task is: describe an organic reaction: reactants, conditions, products, and yield. This data is from the Open Reaction Database (ORD), a public repository of structured organic reaction records. Reactants: COCOc1c(C(OC)OC)cccc1C(F)(F)F, CN(C)CCN(C)C, CN(C)C=O, CCOCC, Cl. Yields the product COCOc1c(C(F)(F)F)ccc(C=O)c1C(OC)OC. Reaction SMILES: [CH3:1][O:2][CH:3]([c:4]1[c:5]([O:14][CH2:15][O:16][CH3:17])[c:6]([C:10]([F:11])([F:12])[F:13])[cH:7][cH:8][cH:9]1)[O:18][CH3:19].[CH3:20][N:21]([CH3:22])[CH2:23][CH2:24][N:25]([CH3:26])[CH3:27].[CH3:28][N:29]([CH:30]=[O:31])[CH3:32].[CH3:34][CH2:35][O:36][CH2:37][CH3:38].[ClH:33]>>[CH3:1][O:2][CH:3]([c:4]1[c:5]([O:14][CH2:15][O:16][CH3:17])[c:6]([C:10]([F:11])([F:12])[F:13])[cH:7][cH:8][c:9]1[CH:30]=[O:31])[O:18][CH3:19]. The reactants are CCCCN, O=C(NS(=O)(=O)c1ccccc1NC(=O)c1cccc(OCc2ccccc2)c1)Oc1ccccc1, CCOC(C)=O, c1ccccc1. Product: CCCCNC(=O)NS(=O)(=O)c1ccccc1NC(=O)c1cccc(OCc2ccccc2)c1. As a reaction SMILES: [CH2:43]([CH2:44][CH2:45][CH3:46])[NH2:47].[CH2:7]([c:8]1[cH:9][cH:10][cH:11][cH:12][cH:13]1)[O:14][c:15]1[cH:16][c:17]([C:18](=[O:19])[NH:20][c:21]2[c:22]([S:27](=[O:28])(=[O:29])[NH:30][C:31]([O:33][c:32]3[cH:34][cH:35][cH:36][cH:37][cH:38]3)=[O:39])[cH:23][cH:24][cH:25][cH:26]2)[cH:40][cH:41][cH:42]1.[CH3:48][CH2:49][O:50][C:51](=[O:52])[CH3:53].[cH:1]1[cH:2][cH:3][cH:4][cH:5][cH:6]1>>[CH2:7]([c:8]1[cH:9][cH:10][cH:11][cH:12][cH:13]1)[O:14][c:15]1[cH:16][c:17]([C:18](=[O:19])[NH:20][c:21]2[c:22]([S:27](=[O:28])(=[O:29])[NH:30][C:31](=[O:33])[NH:47][CH2:43][CH2:44][CH2:45][CH3:46])[cH:23][cH:24][cH:25][cH:26]2)[cH:40][cH:41][cH:42]1. Starting materials: C(C)(C)(C)OC(=O)C1C(C1)(C(=O)OC)Cl (methyl 2-tert-butoxycarbonyl-1-chloro-1-cyclopropanecarboxylate), FC(C(=O)O)(F)F (trifluoroacetic acid). Solvent: ClCCl (dichloromethane). Reaction conditions: time 6 hour. The product is ClC1(C(C1)C(=O)O)C(=O)OC (2-chloro-2-methoxycarbonyl-1-cyclopropanecarboxylic acid). Isolated yield 96.5%. RXN SMILES: C([O:5][C:6]([CH:8]1[CH2:10][C:9]1([Cl:15])[C:11]([O:13][CH3:14])=[O:12])=[O:7])(C)(C)C.FC(F)(F)C(O)=O>ClCCl>[Cl:15][C:9]1([C:11]([O:13][CH3:14])=[O:12])[CH2:10][CH:8]1[C:6]([OH:7])=[O:5]. Procedure: 158 g of methyl 2-tert-butoxycarbonyl-1-chloro-1-cyclopropanecarboxylate was dissolved in 350 ml of dichloromethane. Then 160 ml of trifluoroacetic acid was added thereto and the obtained mixture was stirred at room temperature for 6 hours. The reaction mixture was concentrated under reduced pressure and n-hexane was added to the residue. The crystals thus formed were collected by filtration and washed with n-hexane. Thus 116 g (yield 97%) of 2-chloro-2-methoxycarbonyl-1-cyclopropanecarboxylic a... Starting materials: OCCCN1C(=CC2=CC=CC=C12)C=1C(NC(C1C=1C=CC=C2C=CNC12)=O)=O (3-[1-(3-hydroxypropyl)-1H-indol-2-yl]-4-(1H-indol-7-yl)-pyrrole-2,5-dione), II (I2), O1CCOCC1 (dioxane), II (I2). As a reaction SMILES: OCCCN1C2C(=CC=CC=2)C=C1[C:14]1[C:15](=[O:29])[NH:16][C:17](=O)[C:18]=1[C:19]1[CH:20]=[CH:21][CH:22]=[C:23]2[C:27]=1[NH:26][CH:25]=[CH:24]2.II.[O:32]1[CH2:37][CH2:36]OCC1>>[OH:29][CH2:15][CH2:14][CH2:18][C:22]1[CH:21]=[C:20]2[C:25]3[C:24](=[C:14]4[C:15](=[O:29])[N:16]=[CH:17][C:18]4=[C:19]2[C:27]2[C:23]=1[CH:24]=[CH:25][N:26]=2)[C:23]1[CH2:36][C:37](=[O:32])[CH:20]=[CH:19][C:27]=1[N:26]=3. The product is OCCCC1=C2C=CN=C2C=2C(C3=NC=4C=CC(CC4C3=C3C2C=NC3=O)=O)=C1 (13-(3-Hydroxypropyl)-7H-indolo[6,7-a]-pyrrolo[3,4-c]-carbazole-6,8-dione). Reported procedure: A solution of 3-[1-(3-hydroxypropyl)-1H-indol-2-yl]-4-(1H-indol-7-yl)-pyrrole-2,5-dione (243 mg, 0.631 mmol) and I2 (160 mg, 0.63 mmol) in dioxane (200 mL) was irradiated with a 450 W Hanovia medium pressure lamp through a pyrex filter for 90 min. A 10% aq solution of NaHSO3 was added, the mixture concentrated to ˜50 mL, and poured into EtOAc. The EtOAc solution was washed with 10% aq NaHSO3, saturated aq NaHCO3, and brine. The solution was dried (MgSO4 and concentrated. TLC and 1H NMR indicated... The reactants are CCN(CC)CC=C(C)COCc1ccccc1, [O-][Cl+3]([O-])([O-])[O-]. Yields the product CCN(C=CC(C)COCc1ccccc1)CC. RXN SMILES: [CH2:1]([CH3:2])[N:3]([CH2:4][CH3:5])[CH2:6][CH:7]=[C:8]([CH2:9][O:10][CH2:11][c:12]1[cH:13][cH:14][cH:15][cH:16][cH:17]1)[CH3:18].[O-:19][Cl+3:20]([O-:21])([O-:22])[O-:23]>>[CH2:1]([CH3:2])[N:3]([CH2:4][CH3:5])[CH:6]=[CH:7][CH:8]([CH2:9][O:10][CH2:11][c:12]1[cH:13][cH:14][cH:15][cH:16][cH:17]1)[CH3:18]. Starting materials: C(C)(=O)O (acetic acid), ClC1=C(C=C(OC=2C=C(C=CC2)NCC(C(F)(F)F)O)C=C1)CC (3-[[3-(4-chloro-3-ethylphenoxy)phenyl]amino]-1,1,1-trifluoro-2-propanol), C1(CCCCC1)C=O (cyclohexanecarboxaldehyde), C(C)(=O)O[BH-](OC(C)=O)OC(C)=O.[Na+] (sodium tri-acetoxyborohydride), C1(CCCCC1)C=O (cyclohexanecarboxaldehyde). Run in O1CCCC1 (tetrahydrofuran). Run at time 18 hour. Product: ClC1=C(C=C(OC=2C=C(C=CC2)N(CC(C(F)(F)F)O)CC2CCCCC2)C=C1)CC (3-[[3-(4-chloro-3-ethylphenoxy)phenyl][3-cyclohexylmethyl]amino]-1,1,1-trifluoro-2-propanol). Isolated yield 61.0%. As a reaction SMILES: [Cl:1][C:2]1[CH:22]=[CH:21][C:5]([O:6][C:7]2[CH:8]=[C:9]([NH:13][CH2:14][CH:15]([OH:20])[C:16]([F:19])([F:18])[F:17])[CH:10]=[CH:11][CH:12]=2)=[CH:4][C:3]=1[CH2:23][CH3:24].[CH:25]1([CH:31]=O)[CH2:30][CH2:29][CH2:28][CH2:27][CH2:26]1.C(O[BH-](OC(=O)C)OC(=O)C)(=O)C.[Na+].C(O)(=O)C>O1CCCC1>[Cl:1][C:2]1[CH:22]=[CH:21][C:5]([O:6][C:7]2[CH:8]=[C:9]([N:13]([CH2:31][CH:25]3[CH2:30][CH2:29][CH2:28][CH2:27][CH2:26]3)[CH2:14][CH:15]([OH:20])[C:16]([F:18])([F:19])[F:17])[CH:10]=[CH:11][CH:12]=2)=[CH:4][C:3]=1[CH2:23][CH3:24] |f:2.3|. Reported procedure: The 3-[[3-(4-chloro-3-ethylphenoxy)phenyl]amino]-1,1,1-trifluoro-2-propanol product from EX-18C was dissolved in 12 mL of tetrahydrofuran. To this stirred solution was added cyclohexanecarboxaldehyde (0.032 g, 0.285 mmol), followed by sodium tri-acetoxyborohydride (0.079 g, 0.370 mmol and concentrated acetic acid (0.020 g, 0.325 mmol). The resulting mixture was stirred at room temperature for 18 h. Additional cyclohexanecarboxaldehyde (0.032 g, 0.285 mmol) was added and the mixture was allowed t...